This data is from the Open Reaction Database (ORD), a public repository of structured organic reaction records. The task is: describe an organic reaction: reactants, conditions, products, and yield Starting materials: Cl[Si](C)(C)C1C=CC=C1 (chloro(cyclopentadienyl)dimethylsilane), CCCCCC (hexane), C(CCC)[Li] (n-butyllithium), C(C)C1=CC=CC1 (Ethylcyclopentadiene). The solvent is C1CCOC1 (THF), C1CCOC1 (THF). Conditions: temperature -78 celsius, time 2 hour. The product is C(C)C1=CC(C=C1)[Si](C)(C)C1C=CC=C1 ((3-ethylcyclopentadienyl)(cyclopentadienyl)dimethylsilane). RXN SMILES: [CH2:1]([C:3]1[CH2:7][CH:6]=[CH:5][CH:4]=1)[CH3:2].CCCCCC.C([Li])CCC.Cl[Si:20]([CH:23]1[CH:27]=[CH:26][CH:25]=[CH:24]1)([CH3:22])[CH3:21]>C1COCC1>[CH2:1]([C:3]1[CH:7]=[CH:6][CH:5]([Si:20]([CH:23]2[CH:27]=[CH:26][CH:25]=[CH:24]2)([CH3:22])[CH3:21])[CH:4]=1)[CH3:2]. Procedure: Ethylcyclopentadiene in an amount of 7.52 g (80 mmol) was dissolved in 100 ml of THF, and the solution was cooled to −78° C. A 1.58 M hexane solution of n-butyllithium in a volume of 56 ml (92 mmol) was added thereto dropwise. The mixture was stirred at room temperature for 2 hours and was added dropwise to 50 ml of THF containing 110 mmol of the chloro(cyclopentadienyl)dimethylsilane at −78° C. The temperature was gradually increased, and the mixture was stirred at room temperature for 24 hours... Reactants: COc1ccc2ncc(Cl)c(O)c2c1, [Na+], [Na+], O=C([O-])[O-], CN(C)C=O, BrP(Br)Br. Product: COc1ccc2ncc(Cl)c(Br)c2c1. Reaction SMILES: [Cl:1][c:2]1[cH:3][n:4][c:5]2[cH:6][cH:7][c:8]([O:13][CH3:14])[cH:9][c:10]2[c:11]1[OH:12].[Na+:19].[Na+:20].[O-:21][C:22](=[O:23])[O-:24].[O:25]=[CH:26][N:27]([CH3:28])[CH3:29].[P:15]([Br:16])([Br:17])[Br:18]>>[Cl:1][c:2]1[cH:3][n:4][c:5]2[cH:6][cH:7][c:8]([O:13][CH3:14])[cH:9][c:10]2[c:11]1[Br:16]. Reactants: C(C)(C)(C)OC(=O)N1C=CC2=CC(=CC=C12)SC1=C(C=C(C=C1)C(NC1=CC=C(C=C1)Br)=O)[N+](=O)[O-] (5-[4-(4-Bromo-phenylcarbamoyl)-2-nitro-phenylsulfanyl]-indole-1-carboxylic acid tert-butyl ester), [Cl-].[NH4+] (ammonium chloride). The reagents and catalysts are [Fe] (iron). Run in C(C)(=O)OCC (ethyl acetate), O (water), C(C)O (ethanol). The product is C(C)(C)(C)OC(=O)N1C=CC2=CC(=CC=C12)SC1=C(C=C(C=C1)C(NC1=CC=C(C=C1)Br)=O)N (5-[2-Amino-4-(4-bromo-phenylcarbamoyl)-phenylsulfanyl]-indole-1-carboxylic acid tert-butyl ester). The yield is 91.5%. Reaction SMILES: [C:1]([O:5][C:6]([N:8]1[C:16]2[C:11](=[CH:12][C:13]([S:17][C:18]3[CH:23]=[CH:22][C:21]([C:24](=[O:33])[NH:25][C:26]4[CH:31]=[CH:30][C:29]([Br:32])=[CH:28][CH:27]=4)=[CH:20][C:19]=3[N+:34]([O-])=O)=[CH:14][CH:15]=2)[CH:10]=[CH:9]1)=[O:7])([CH3:4])([CH3:3])[CH3:2].[Cl-].[NH4+]>O.C(O)C.C(OCC)(=O)C.[Fe]>[C:1]([O:5][C:6]([N:8]1[C:16]2[C:11](=[CH:12][C:13]([S:17][C:18]3[CH:23]=[CH:22][C:21]([C:24](=[O:33])[NH:25][C:26]4[CH:27]=[CH:28][C:29]([Br:32])=[CH:30][CH:31]=4)=[CH:20][C:19]=3[NH2:34])=[CH:14][CH:15]=2)[CH:10]=[CH:9]1)=[O:7])([CH3:4])([CH3:2])[CH3:3] |f:1.2|. Procedure: A suspension of the product of Example 89D (75 mg, 0.132 mmol), iron powder (45.3 mg, 0.811 mmol), and ammonium chloride (46 mg, 0.864 mmol) in water (1 mL) and ethanol (2 mL) was heated at 95° for 30 minutes. The reaction was cooled to room temperature, diluted with ethyl acetate (50 mL), and washed with water (2×25 mL) and brine (25 mL). The organic phase was dried over anhydrous sodium sulfate, filtered, and concentrated by rotary evaporation under vacuum to afford the title compound as a yel...